This data is from the Open Reaction Database (ORD), a public repository of structured organic reaction records. The task is: describe an organic reaction: reactants, conditions, products, and yield Starting materials: FC=1C=C(C[C@@H]([C@@H](CNC2(CC2)C2=CC(=CC=C2)C(F)(F)F)O)NC(=O)C=2C=3CCN(C(C3C=CC2)=O)C(CCC)CCC)C=C(C1)F (N-[(1S,2R)-1-(3,5-difluorobenzyl)-2-hydroxy-3-({1-[3-(trifluoromethyl)phenyl]cyclopropyl}amino)propyl]-1-oxo-2-(1-propylbutyl)-1,2,3,4-tetrahydroisoquinoline-5-carboxamide), Cl (hydrochloric acid). Run in C(C)OCC (ethyl ether), CCOCC (ether). Yields the product Cl.FC=1C=C(C[C@@H]([C@@H](CNC2(CC2)C2=CC(=CC=C2)C(F)(F)F)O)NC(=O)C=2C=3CCN(C(C3C=CC2)=O)C(CCC)CCC)C=C(C1)F (N-[(1S,2R)-1-(3,5-difluorobenzyl)-2-hydroxy-3-({1-[3-(trifluoromethyl)phenyl]cyclopropyl}amino)propyl]-1-oxo-2-(1-propylbutyl)-1,2,3,4-tetrahydroisoquinoline-5-carboxamide hydrochloride). Reaction SMILES: [F:1][C:2]1[CH:3]=[C:4]([CH:45]=[C:46]([F:48])[CH:47]=1)[CH2:5][C@H:6]([NH:24][C:25]([C:27]1[C:28]2[CH2:29][CH2:30][N:31]([CH:38]([CH2:42][CH2:43][CH3:44])[CH2:39][CH2:40][CH3:41])[C:32](=[O:37])[C:33]=2[CH:34]=[CH:35][CH:36]=1)=[O:26])[C@H:7]([OH:23])[CH2:8][NH:9][C:10]1([C:13]2[CH:18]=[CH:17][CH:16]=[C:15]([C:19]([F:22])([F:21])[F:20])[CH:14]=2)[CH2:12][CH2:11]1.[ClH:49]>C(OCC)C>[ClH:49].[F:1][C:2]1[CH:3]=[C:4]([CH:45]=[C:46]([F:48])[CH:47]=1)[CH2:5][C@H:6]([NH:24][C:25]([C:27]1[C:28]2[CH2:29][CH2:30][N:31]([CH:38]([CH2:39][CH2:40][CH3:41])[CH2:42][CH2:43][CH3:44])[C:32](=[O:37])[C:33]=2[CH:34]=[CH:35][CH:36]=1)=[O:26])[C@H:7]([OH:23])[CH2:8][NH:9][C:10]1([C:13]2[CH:18]=[CH:17][CH:16]=[C:15]([C:19]([F:21])([F:20])[F:22])[CH:14]=2)[CH2:11][CH2:12]1 |f:3.4|. Reported procedure: 40 mg of N-[(1S,2R)-1-(3,5-difluorobenzyl)-2-hydroxy-3-({1-[3-(trifluoromethyl)phenyl]cyclopropyl}amino)propyl]-1-oxo-2-(1-propylbutyl)-1,2,3,4-tetrahydroisoquinoline-5-carboxamide are dissolved in 10 cm3 of ethyl ether at a temperature close to 20° C. 3 cm3 of a 1M hydrochloric acid solution in ether are added while stirring under argon. The reaction mixture precipitates. The precipitate is filtered through sintered glass, washed with 3 lots of 5 cm3 of ethyl ether then dried in a desiccator un... Reactants: C(=O)OCC (ethyl formate), C(CCC#N)#N (succinonitrile), C[O-].[Na+] (sodium methanolate), FC(C(C)(N)C)(F)F (1,1,1-trifluoro-2-methylpropan-2-amine), C(C)(=O)O (acetic acid). The solvent is C1(=CC=CC=C1)C (toluene), C1(=CC=CC=C1)C (toluene). Conditions: time 3 hour. Product: FC(C(C)(C)NC=C(C#N)CC#N)(F)F (2-(((1,1,1-Trifluoro-2-methylpropan-2-yl)amino)methylene)succinonitrile). Reaction SMILES: [CH:1](OCC)=O.[C:6](#[N:11])[CH2:7][CH2:8][C:9]#[N:10].C[O-].[Na+].[F:15][C:16]([F:22])([F:21])[C:17]([CH3:20])([NH2:19])[CH3:18].C(O)(=O)C>C1(C)C=CC=CC=1>[F:15][C:16]([F:22])([F:21])[C:17]([NH:19][CH:1]=[C:8]([CH2:7][C:6]#[N:11])[C:9]#[N:10])([CH3:20])[CH3:18] |f:2.3|. Reported procedure: A solution of ethyl formate (330 mg, 4.46 mmol) and succinonitrile (300 mg, 3.75 mmol) in toluene (1561 μl) was added dropwise to a suspension of sodium methanolate (215 mg, 3.97 mmol) in toluene (1561 μl) at 0° C. After being stirred at RT for 3 h, the reaction mixture was treated with 1,1,1-trifluoro-2-methylpropan-2-amine (486 mg, 3.82 mmol) and acetic acid (255 μl, 4.46 mmol) then heated at 120° C. for 3 h. After being cooled to RT, the reaction mixture was washed with brine, then dried over... The reactants are OC1=CC(=NN1C)C(F)(F)F (5-hydroxy-1-methyl-3-trifluoromethylpyrazole), C(C1=CC=CC=C1)Br (benzyl bromide), C=O (formalin), C(C)#N (acetonitrile). The solvent is [OH-].[K+] (potassium hydroxide), [OH-].[K+] (potassium hydroxide). The product is C(C1=CC=CC=C1)OC1=C(C(=NN1C)C(F)(F)F)CO (5-benzyloxy-4-hydroxymethyl-1-methyl-3-trifluoromethylpyrazole). The yield is 73.1%. Reaction SMILES: [OH:1][C:2]1[N:6]([CH3:7])[N:5]=[C:4]([C:8]([F:11])([F:10])[F:9])[CH:3]=1.[CH2:12]=[O:13].C(#N)C.[CH2:17](Br)[C:18]1[CH:23]=[CH:22][CH:21]=[CH:20][CH:19]=1>[OH-].[K+]>[CH2:17]([O:1][C:2]1[N:6]([CH3:7])[N:5]=[C:4]([C:8]([F:11])([F:10])[F:9])[C:3]=1[CH2:12][OH:13])[C:18]1[CH:23]=[CH:22][CH:21]=[CH:20][CH:19]=1 |f:4.5|. Reported procedure: 16.6 g (0.10 mole) of the 5-hydroxy-1-methyl-3-trifluoromethylpyrazole synthesized in Reference Example 1 was dissolved in 35.0 g (0.15 mole) of a 24% aqueous potassium hydroxide solution. To the solution being stirred at room temperature was dropwise added 9.7 g (0.12 mole) of a 37% formalin solution, followed by stirring at the same temperature for 1 hour. Then, there were added 70.0 g (0.3 mole) of a 24% aqueous potassium hydroxide solution and 100 ml of acetonitrile. Thereto was dropwise add... The reactants are COC1=C(C(=O)O)C=C(C=C1)NS(=O)(=O)C (2-methoxy-5-methylsulfonamidobenzoic acid), Cl.C(C)OCCN1C(=NC2=C1C=CC=C2)NC2CCN(CC2)CCC2(CNCC2)C2=CC=CC=C2 (3-(2-(4-(1-(2-ethoxyethyl)-1H-benzimidazol-2-yl-amino)piperidin-1-yl)ethyl)-3-phenylpyrrolidine hydrochloric acid salt). The product is COC1=C(C(=O)N2CC(CC2)(C2=CC=CC=C2)CCN2CCC(CC2)NC2=NC3=C(N2CCOCC)C=CC=C3)C=C(C=C1)NS(=O)(=O)C (1-(2-methoxy-5-methylsulfonamidobenzoyl)-3-(2-(4-(1-(2-ethoxyethyl)-1H-benzimidazol-2-yl-amino)piperidin-1-yl)ethyl)-3-phenylpyrrolidine). As a reaction SMILES: [CH3:1][O:2][C:3]1[CH:11]=[CH:10][C:9]([NH:12][S:13]([CH3:16])(=[O:15])=[O:14])=[CH:8][C:4]=1[C:5]([OH:7])=O.Cl.[CH2:18]([O:20][CH2:21][CH2:22][N:23]1[C:27]2[CH:28]=[CH:29][CH:30]=[CH:31][C:26]=2[N:25]=[C:24]1[NH:32][CH:33]1[CH2:38][CH2:37][N:36]([CH2:39][CH2:40][C:41]2([C:46]3[CH:51]=[CH:50][CH:49]=[CH:48][CH:47]=3)[CH2:45][CH2:44][NH:43][CH2:42]2)[CH2:35][CH2:34]1)[CH3:19]>>[CH3:1][O:2][C:3]1[CH:11]=[CH:10][C:9]([NH:12][S:13]([CH3:16])(=[O:15])=[O:14])=[CH:8][C:4]=1[C:5]([N:43]1[CH2:44][CH2:45][C:41]([CH2:40][CH2:39][N:36]2[CH2:37][CH2:38][CH:33]([NH:32][C:24]3[N:23]([CH2:22][CH2:21][O:20][CH2:18][CH3:19])[C:27]4[CH:28]=[CH:29][CH:30]=[CH:31][C:26]=4[N:25]=3)[CH2:34][CH2:35]2)([C:46]2[CH:51]=[CH:50][CH:49]=[CH:48][CH:47]=2)[CH2:42]1)=[O:7] |f:1.2|. Procedure details: Prepare by the method of Example 59.1 using 2-methoxy-5-methylsulfonamidobenzoic acid and 3-(2-(4-(1-(2-ethoxyethyl)-1H-benzimidazol-2-yl-amino)piperidin-1-yl)ethyl)-3-phenylpyrrolidine hydrochloric acid salt (prepared from (−)-3-phenyl-3-(2-hydroxyethyl)pyrrolidine (R,R)-di-p-anisoyltartaric acid salt) to give the title compound. As a reaction SMILES: [N:1](=[C:3]1[C:8]([CH3:9])=[N:7][CH2:6][CH2:5][S:4]1)[OH:2].[CH3:10][N:11]([CH3:15])[C:12](Cl)=[O:13]>>[CH3:10][N:11]([CH3:15])[C:12]([O:2][N:1]=[C:3]1[C:8]([CH3:9])=[N:7][CH2:6][CH2:5][S:4]1)=[O:13]. Yields the product CN(C(=O)ON=C1SCCN=C1C)C (2-oxo-5,6-dihydro-3-methyl-2H-1,4-thiazine O-(dimethylcarbamoyl)oxime). Reactants: N(O)=C1SCCN=C1C (2-Oxo-5,6-dihydro-3-methyl-2H-1,4-thiazine oxime), CN(C(=O)Cl)C (dimethylcarbamoyl chloride). Procedure details: 2-Oxo-5,6-dihydro-3-methyl-2H-1,4-thiazine oxime is reacted with dimethylcarbamoyl chloride as described in Example 2 to yield 2-oxo-5,6-dihydro-3-methyl-2H-1,4-thiazine O-(dimethylcarbamoyl)oxime, m.p. 64°-65° C. Starting materials: N1CCN2N=CC=C21 (2,3-dihydro-1H-imidazo[1,2-b]pyrazole), [N+](=O)([O-])[O-].[K+] (potassium nitrate), ice. Solvent: S(O)(O)(=O)=O (sulfuric acid). Run at time 48 hour. Product: [N+](=O)([O-])C1=C2N(N=C1)CCN2 (7-nitro-2,3-dihydro-1H-imidazo[1,2-b]pyrazole). Isolated yield 78.0%. RXN SMILES: [NH:1]1[C:8]2[N:4]([N:5]=[CH:6][CH:7]=2)[CH2:3][CH2:2]1.[N+:9]([O-])([O-:11])=[O:10].[K+]>S(=O)(=O)(O)O>[N+:9]([C:7]1[CH:6]=[N:5][N:4]2[CH2:3][CH2:2][NH:1][C:8]=12)([O-:11])=[O:10] |f:1.2|. Procedure details: To a solution of 2,3-dihydro-1H-imidazo[1,2-b]pyrazole (120 g) in sulfuric acid (500 ml) was added potassium nitrate (111 g) under ice-cooling. The mixture was stirred at room temperature for 48 hours. The reaction mixture was added to ice (2.0 kg). The crystalline residue was collected by filtration and dried in vacuo to give 7-nitro-2,3-dihydro-1H-imidazo[1,2-b]pyrazole (132 g) as a solid. Starting materials: CC(C)=O, N, CCOC(=O)CN1CC(O)CC1=O. Yields the product NC(=O)CN1CC(O)CC1=O. RXN SMILES: [CH3:15][C:16](=[O:17])[CH3:18].[NH3:14].[OH:1][CH:2]1[CH2:3][C:4](=[O:13])[N:5]([CH2:7][C:8](=[O:9])[O:10][CH2:11][CH3:12])[CH2:6]1>>[OH:1][CH:2]1[CH2:3][C:4](=[O:13])[N:5]([CH2:7][C:8](=[O:9])[NH2:14])[CH2:6]1.